This data is from the Open Reaction Database (ORD), a public repository of structured organic reaction records. The task is: describe an organic reaction: reactants, conditions, products, and yield Reactants: ClC1=C(N=CC(=N1)N)I (6-chloro-5-iodopyrazin-2-amine), N#N (N2), B(C=1C=CC(=CC1)C)(O)O (p-tolylboronic acid), C(=O)([O-])[O-].[K+].[K+] (K2CO3). The reagents and catalysts are C1=CC=C(C=C1)P([C-]2C=CC=C2)C3=CC=CC=C3.C1=CC=C(C=C1)P([C-]2C=CC=C2)C3=CC=CC=C3.Cl[Pd]Cl.[Fe+2].C(Cl)Cl (PdCl2(dppf) CH2Cl2). Solvent: O1CCOCC1 (dioxane). Reaction conditions: temperature 110 celsius, time 2 day. Yields the product C1(=CC=C(C=C1)C=1N=CC(=NC1C1=CC=C(C=C1)C)N)C (5,6-Di-p-tolylpyrazin-2-amine). Reaction SMILES: Cl[C:2]1[N:7]=[C:6]([NH2:8])[CH:5]=[N:4][C:3]=1I.N#N.B(O)(O)[C:13]1[CH:14]=[CH:15][C:16]([CH3:19])=[CH:17][CH:18]=1.C([O-])([O-])=O.[K+].[K+]>O1CCOCC1.C1C=CC(P(C2C=CC=CC=2)[C-]2C=CC=C2)=CC=1.C1C=CC(P(C2C=CC=CC=2)[C-]2C=CC=C2)=CC=1.Cl[Pd]Cl.[Fe+2].C(Cl)Cl>[C:16]1([CH3:19])[CH:15]=[CH:14][C:13]([C:3]2[N:4]=[CH:5][C:6]([NH2:8])=[N:7][C:2]=2[C:13]2[CH:18]=[CH:17][C:16]([CH3:19])=[CH:15][CH:14]=2)=[CH:18][CH:17]=1 |f:3.4.5,7.8.9.10.11|. Procedure details: A solution of 6-chloro-5-iodopyrazin-2-amine (step 1) (13.74 g, 53.8 mmol) in dioxane (300 ml) was degassed with N2 and treated with p-tolylboronic acid (17.55 g, 129 mmol), K2CO3 (22.30 g, 161 mmol) and PdCl2(dppf)-CH2Cl2-adduct (4.39 g, 5.38 mmol). The orange suspension was stirred at 110° C. for 2 days. After cooling to room temperature the reaction mixture was concentrated under reduced pressure. The crude mixture was absorbed onto silica and purification by chromatography eluting with 0-60%... Reactants: COC(CC1=CC(=C(C=C1)OC)OC1=C(C=C(C=C1)Br)CBr)=O ([3-(4-bromo-2-bromomethyl-phenoxy)-4-methoxy-phenyl]-acetic acid methyl ester), ClC1=CC=C(C=C1)[C@H]1[C@H](NC(O1)=O)C ((4R,5S)-5-(4-chloro-phenyl)-4-methyl-oxazolidin-2-one). Product: COC(CC1=CC(=C(C=C1)OC)OC1=C(C=C(C=C1)Br)CN1C(O[C@H]([C@H]1C)C1=CC=CC=C1)=O)=O ({3-[4-Bromo-2-((4R,5S)-4-methyl-2-oxo-5-phenyl-oxazolidin-3-ylmethyl)-phenoxy]-4-methoxy-phenyl}-acetic acid methyl ester). Reaction SMILES: [CH3:1][O:2][C:3](=[O:23])[CH2:4][C:5]1[CH:10]=[CH:9][C:8]([O:11][CH3:12])=[C:7]([O:13][C:14]2[CH:19]=[CH:18][C:17]([Br:20])=[CH:16][C:15]=2[CH2:21]Br)[CH:6]=1.Cl[C:25]1[CH:30]=[CH:29][C:28]([C@@H:31]2[O:35][C:34](=[O:36])[NH:33][C@@H:32]2[CH3:37])=[CH:27][CH:26]=1>>[CH3:1][O:2][C:3](=[O:23])[CH2:4][C:5]1[CH:10]=[CH:9][C:8]([O:11][CH3:12])=[C:7]([O:13][C:14]2[CH:19]=[CH:18][C:17]([Br:20])=[CH:16][C:15]=2[CH2:21][N:33]2[C@H:32]([CH3:37])[C@H:31]([C:28]3[CH:29]=[CH:30][CH:25]=[CH:26][CH:27]=3)[O:35][C:34]2=[O:36])[CH:6]=1. Procedure: Prepared according to the procedure described in Example 6, Step 5, using the following starting materials: [3-(4-bromo-2-bromomethyl-phenoxy)-4-methoxy-phenyl]-acetic acid methyl ester and (4R,5S)-5-(4-chloro-phenyl)-4-methyl-oxazolidin-2-one. The reactants are FC=1C=C(C(=O)O)C=CC1N1CCOCC1 (3-fluoro-4-morpholinobenzoic acid), O=P(Cl)(Cl)Cl (POCl3), [N-]=[N+]=[N-].[Na+] (NaN3). Run in CN(C)C=O (DMF). Yields the product FC=1C=C(C(=O)N=[N+]=[N-])C=CC1N1CCOCC1 (3-Fluoro-4-morpholinobenzoyl azide). As a reaction SMILES: [F:1][C:2]1[CH:3]=[C:4]([CH:8]=[CH:9][C:10]=1[N:11]1[CH2:16][CH2:15][O:14][CH2:13][CH2:12]1)[C:5](O)=[O:6].O=P(Cl)(Cl)Cl.[N-:22]=[N+:23]=[N-:24].[Na+]>CN(C=O)C>[F:1][C:2]1[CH:3]=[C:4]([CH:8]=[CH:9][C:10]=1[N:11]1[CH2:16][CH2:15][O:14][CH2:13][CH2:12]1)[C:5]([N:22]=[N+:23]=[N-:24])=[O:6] |f:2.3|. Procedure details: This compound may be prepared from (14) in a one pot reaction utilizing POCl3 in DMF (Vilsmeier complex) and NaN3 following the literature procedure of Sridhar et al. (Syn. Comm. 2003, 33, 607-611). Reported procedure: Analogous to Example 1510b, 7-(3-tert-Butoxymethyl-phenyl)-pyrrolo[2,1-f][1,2,4]triazin-2-ol (109 mg, 0.37 mmol) and 3-Morpholin-4-yl-phenylamine (0.0818 g, 0.459 mmol) were reacted to afford [7-(3-tert-Butoxymethyl-phenyl)-pyrrolo[2,1-f][1,2,4]triazin-2-yl]-(3-morpholin-4-yl-phenyl)-amine as an orange foam (95 mg, 56%). LCMS: 458 (M+H); 1H-NMR (DMSO-d6): 9.30 (s, 1H), 8.97 (s, 1H), 8.06 (s, 1H), 7.98 (d, 1H, J=7.74 Hz), 7.46 (t, 1H, J=7.74), 7.36 (d, 1H, 7.74 Hz), 7.30 (s, 1H), 7.28 (d, 1H, J=9... Product: C(C)(C)(C)OCC=1C=C(C=CC1)C1=CC=C2C=NC(=NN21)NC2=CC(=CC=C2)N2CCOCC2 ([7-(3-tert-Butoxymethyl-phenyl)-pyrrolo[2,1-f][1,2,4]triazin-2-yl]-(3-morpholin-4-yl-phenyl)-amine). The yield is 56.1%. RXN SMILES: [C:1]([O:5][CH2:6][C:7]1[CH:8]=[C:9]([C:13]2[N:21]3[C:16]([CH:17]=[N:18][C:19](O)=[N:20]3)=[CH:15][CH:14]=2)[CH:10]=[CH:11][CH:12]=1)([CH3:4])([CH3:3])[CH3:2].[N:23]1([C:29]2[CH:30]=[C:31]([NH2:35])[CH:32]=[CH:33][CH:34]=2)[CH2:28][CH2:27][O:26][CH2:25][CH2:24]1>>[C:1]([O:5][CH2:6][C:7]1[CH:8]=[C:9]([C:13]2[N:21]3[C:16]([CH:17]=[N:18][C:19]([NH:35][C:31]4[CH:32]=[CH:33][CH:34]=[C:29]([N:23]5[CH2:28][CH2:27][O:26][CH2:25][CH2:24]5)[CH:30]=4)=[N:20]3)=[CH:15][CH:14]=2)[CH:10]=[CH:11][CH:12]=1)([CH3:4])([CH3:3])[CH3:2]. The reactants are C(C)(C)(C)OCC=1C=C(C=CC1)C1=CC=C2C=NC(=NN21)O (7-(3-tert-Butoxymethyl-phenyl)-pyrrolo[2,1-f][1,2,4]triazin-2-ol), N1(CCOCC1)C=1C=C(C=CC1)N (3-Morpholin-4-yl-phenylamine). Reactants: ClC=1C=C(C(=O)O)C=C(N1)C1=C(C=C(C=C1)F)F (2-chloro-6-(2,4-difluorophenyl)isonicotinic acid), CC1=NC=C(C=N1)B(O)O ((2-methylpyrimidin-5-yl)boronic acid), [Na+].[Na+].[Na+].P(C=1C=C(C=CC1)S(=O)(=O)[O-])(C=1C=C(C=CC1)S(=O)(=O)[O-])C=1C=C(C=CC1)S(=O)(=O)[O-] (3,3′,3″-phosphinidynetris(benzenesulfonic acid) trisodium salt), C(C)(C)NC(C)C (diisopropylamine). Reagents/catalysts: C(C)(=O)[O-].[Pd+2].C(C)(=O)[O-] (palladium(II)acetate). The solvent is CN(C)C=O (DMF), O (water). Run at temperature 80 celsius, time 2 hour. Yields the product hydrochloride salt, FC1=C(C=CC(=C1)F)C=1C=C(C(=O)O)C=C(N1)C=1C=NC(=NC1)C (2-(2,4-Difluorophenyl)-6-(2-methylpyrimidin-5-yl)isonicotinic acid). RXN SMILES: Cl[C:2]1[CH:3]=[C:4]([CH:8]=[C:9]([C:11]2[CH:16]=[CH:15][C:14]([F:17])=[CH:13][C:12]=2[F:18])[N:10]=1)[C:5]([OH:7])=[O:6].[CH3:19][C:20]1[N:25]=[CH:24][C:23](B(O)O)=[CH:22][N:21]=1.[Na+].[Na+].[Na+].P(C1C=C(S([O-])(=O)=O)C=CC=1)(C1C=C(S([O-])(=O)=O)C=CC=1)C1C=C(S([O-])(=O)=O)C=CC=1.C(NC(C)C)(C)C>CN(C=O)C.O.C([O-])(=O)C.[Pd+2].C([O-])(=O)C>[F:18][C:12]1[CH:13]=[C:14]([F:17])[CH:15]=[CH:16][C:11]=1[C:9]1[CH:8]=[C:4]([CH:3]=[C:2]([C:23]2[CH:22]=[N:21][C:20]([CH3:19])=[N:25][CH:24]=2)[N:10]=1)[C:5]([OH:7])=[O:6] |f:2.3.4.5,9.10.11|. Procedure: To a solution of 2-chloro-6-(2,4-difluorophenyl)isonicotinic acid (0.10 g, 0.37 mmol) in DMF (1.9 mL) and water (0.6 mL) were added (2-methylpyrimidin-5-yl)boronic acid (0.31 g, 2.23 mmol), palladium(II)acetate (12.5 mg, 0.06 mmol), 3,3′,3″-phosphinidynetris(benzenesulfonic acid) trisodium salt (95.0 mg, 0.17 mmol) and diisopropylamine (0.19 mL, 1.30 mmol). The mixture was heated to 80° C. After 2 h, the mixture was filtered and the filtrate was purified by reverse phase chromatography (C-18, 95... Starting materials: [BH4-].[Na+] (Sodium borohydride), crude product, [H-].C(C(C)C)[Al+]CC(C)C (diisobutyl aluminum hydride), C1(=CC=CC=C1)C (toluene), IC=1C(=NC2=CC=CC=C2C1)C(=O)OCC (ethyl 3-iodoquinoline-2-carboxylate), IC=1C(=NC2=CC=CC=C2C1)C(=O)OCCC(C)C (3-methylbutyl 3-iodoquinoline-2-carboxylate). Run in CCO (EtOH), O (water), C1CCOC1 (THF). Run at temperature 0 celsius, time 4 hour. The product is IC=1C(=NC2=CC=CC=C2C1)CO ((3-iodoquinolin-2-yl)methanol). Reaction SMILES: [H-].C([Al+]CC(C)C)C(C)C.C1(C)C=CC=CC=1.[I:18][C:19]1[C:20]([C:29](OCC)=[O:30])=[N:21][C:22]2[C:27]([CH:28]=1)=[CH:26][CH:25]=[CH:24][CH:23]=2.IC1C(C(OCCC(C)C)=O)=NC2C(C=1)=CC=CC=2.[BH4-].[Na+]>C1COCC1.CCO.O>[I:18][C:19]1[C:20]([CH2:29][OH:30])=[N:21][C:22]2[C:27]([CH:28]=1)=[CH:26][CH:25]=[CH:24][CH:23]=2 |f:0.1,5.6|. Procedure details: A solution of diisobutyl aluminum hydride in toluene (1M, 652 μL, 0.652 mmol) was added to a stirred solution of a 3:1 mixture of ethyl 3-iodoquinoline-2-carboxylate and 3-methylbutyl 3-iodoquinoline-2-carboxylate (100 mg, 0.297 mmol) in dry THF (3 mL) at 0° C. under N2. The reaction was stirred for 4 h at 0° C. The reaction was quenched with saturated NH4Cl (5 mL) and water (5 mL) and extracted with EtOAc (3×20 mL). The combined extracts were dried (Na2SO4) and concentrated in vacuo to give the... The reactants are OC1=CC(=CC=2OC(C3=C(C21)CC(CC3)C)(C)C)C(CCCC3=CC=CC=C3)C (1-hydroxy-3-(4-phenyl-1-methylbutyl)-6,6,9-trimethyl-7,8,9,10-tetrahydro-5H-dibenzo [b,d]pyran), Cl.O1CCN(CC1)CCCC(=O)O (γ-morpholinobutyric acid hydrochloride), C1(CCCCC1)N=C=NC1CCCCC1 (dicyclohexylcarbodiimide). Solvent: C(Cl)Cl (methylene chloride). The product is Cl.O1CCN(CC1)CCCC(=O)OC1=CC(=CC=2OC(C3=C(C21)CC(CC3)C)(C)C)C(CCCC3=CC=CC=C3)C (1-[4-(Morpholino)Butyryloxy]-3-(4-Phenyl-1-Methylbutyl)-6,6,9-Trimethyl-7,8,9,10-Tetrahydro-6H-Dibenzo[b,d]-Pyran Hydrochloride). As a reaction SMILES: [OH:1][C:2]1[C:11]2[C:10]3[CH2:12][CH:13]([CH3:16])[CH2:14][CH2:15][C:9]=3[C:8]([CH3:18])([CH3:17])[O:7][C:6]=2[CH:5]=[C:4]([CH:19]([CH3:29])[CH2:20][CH2:21][CH2:22][C:23]2[CH:28]=[CH:27][CH:26]=[CH:25][CH:24]=2)[CH:3]=1.[ClH:30].[O:31]1[CH2:36][CH2:35][N:34]([CH2:37][CH2:38][CH2:39][C:40](O)=[O:41])[CH2:33][CH2:32]1.C1(N=C=NC2CCCCC2)CCCCC1>C(Cl)Cl>[ClH:30].[O:31]1[CH2:36][CH2:35][N:34]([CH2:37][CH2:38][CH2:39][C:40]([O:1][C:2]2[C:11]3[C:10]4[CH2:12][CH:13]([CH3:16])[CH2:14][CH2:15][C:9]=4[C:8]([CH3:17])([CH3:18])[O:7][C:6]=3[CH:5]=[C:4]([CH:19]([CH3:29])[CH2:20][CH2:21][CH2:22][C:23]3[CH:24]=[CH:25][CH:26]=[CH:27][CH:28]=3)[CH:3]=2)=[O:41])[CH2:33][CH2:32]1 |f:1.2,5.6|. Reported procedure: 0.91 g. (2.33 mmoles) of 1-hydroxy-3-(4-phenyl-1-methylbutyl)-6,6,9-trimethyl-7,8,9,10-tetrahydro-5H-dibenzo [b,d]pyran, prepared according to the method of Example 4, 0.48 g. (2.28 mmoles) of γ-morpholinobutyric acid hydrochloride (Cruickshank and Sheehan, J. Am. Chem. Soc. 83, 2891 (1961), m.p. 180° - 182° ) and 0.48 g. (2.35 mmoles) of dicyclohexylcarbodiimide (Aldrich) are combined with 35 ml. of methylene chloride and stirred at room temperature for a total of 40 hours. The insoluble by-pro...